Dataset: the Open Reaction Database (ORD), a public repository of structured organic reaction records. Task: describe an organic reaction: reactants, conditions, products, and yield Starting materials: [Cl-].[Mg+2].[Cl-] (Magnesium chloride), N(=NC(=O)OC(C)C)C(=O)OC(C)C (diisopropyl azodicarboxylate), N(=NC(=O)OC(C)C)C(=O)OC(C)C (diisopropyl azodicarboxylate), ClC1=CC=C(C=C1)O (4chlorophenol), N1=CN=C2N1C(=CC=N2)[C@H](C)O ((S)-1-(1,2,4-triazolo[1,5-a]pyrimidin-7-yl)ethanol), C1(=CC=CC=C1)P(C1=CC=CC=C1)C1=CC=CC=C1 (triphenylphosphine). The solvent is O1CCCC1 (tetrahydrofuran). Run at temperature 7.5 celsius. Product: ClC1=CC=C(O[C@H](C)C2=CC=NC=3N2N=CN3)C=C1 ((R)-7-[1-(4-chlorophenoxy)ethyl]-1,2,4-triazolo[1,5-a]pyrimidine). Yield: 37.1%. RXN SMILES: [Cl:1][C:2]1[CH:7]=[CH:6][C:5]([OH:8])=[CH:4][CH:3]=1.[N:9]1[N:13]2[C:14]([C@@H:18](O)[CH3:19])=[CH:15][CH:16]=[N:17][C:12]2=[N:11][CH:10]=1.C1(P(C2C=CC=CC=2)C2C=CC=CC=2)C=CC=CC=1.N(C(OC(C)C)=O)=NC(OC(C)C)=O.[Cl-].[Mg+2].[Cl-]>O1CCCC1>[Cl:1][C:2]1[CH:7]=[CH:6][C:5]([O:8][C@@H:18]([C:14]2[N:13]3[N:9]=[CH:10][N:11]=[C:12]3[N:17]=[CH:16][CH:15]=2)[CH3:19])=[CH:4][CH:3]=1 |f:4.5.6|. Reported procedure: A reactor was loaded with 4chlorophenol (2.89 kg), (S)-1-(1,2,4-triazolo[1,5-a]pyrimidin-7-yl)ethanol (3.69 kg), triphenylphosphine (5.9 kg) and tetrahydrofuran (69I). The suspension was cooled to 5-10° C. and diisopropyl azodicarboxylate (4.79 kg) was added over 2 hours. After complete addition of diisopropyl azodicarboxylate the solution was stirred while warming to ambient temperature. Magnesium chloride (anhydrous; 4.3 kg; ˜2 eq) was added and the reaction mixture was heated under reflux for... The reactants are CCNC(=O)Nc1cn2ccc(-c3cccnc3)cc2n1, CCN(C(C)C)C(C)C, CO, CCNC(=O)NC(=O)CCl, CN(C)C=O, O. Yields the product CCNC(=O)Nc1nc2cc(-c3cccnc3)ccn2c1Cl. RXN SMILES: [CH2:1]([CH3:2])[NH:3][C:4](=[O:5])[NH:6][c:7]1[n:8][c:9]2[n:10]([cH:11][cH:12][c:13](-[c:15]3[cH:16][n:17][cH:18][cH:19][cH:20]3)[cH:14]2)[cH:21]1.[CH2:32]([N:33]([CH:34]([CH3:35])[CH3:36])[CH:37]([CH3:38])[CH3:39])[CH3:40].[CH3:41][OH:42].[Cl:22][CH2:23][C:24]([NH:25][C:26]([NH:27][CH2:28][CH3:29])=[O:30])=[O:31].[O:43]=[CH:44][N:45]([CH3:46])[CH3:47].[OH2:48]>>[CH2:1]([CH3:2])[NH:3][C:4](=[O:5])[NH:6][c:7]1[n:8][c:9]2[n:10]([cH:11][cH:12][c:13](-[c:15]3[cH:16][n:17][cH:18][cH:19][cH:20]3)[cH:14]2)[c:21]1[Cl:22]. Reactants: C, OCC#Cc1ccc2c(-c3ccc(Cl)cc3)nsc2c1, O=S(=O)(Cl)Cl. Yields the product CS(=O)(=O)OCC#Cc1ccc2c(-c3ccc(Cl)cc3)nsc2c1. RXN SMILES: [CH4:26].[Cl:1][c:2]1[cH:3][cH:4][c:5](-[c:8]2[n:9][s:10][c:11]3[c:12]2[cH:13][cH:14][c:15]([C:17]#[C:18][CH2:19][OH:20])[cH:16]3)[cH:6][cH:7]1.[S:21](=[O:22])(=[O:23])([Cl:24])[Cl:25]>>[Cl:1][c:2]1[cH:3][cH:4][c:5](-[c:8]2[n:9][s:10][c:11]3[c:12]2[cH:13][cH:14][c:15]([C:17]#[C:18][CH2:19][O:20][S:21](=[O:22])(=[O:23])[CH3:26])[cH:16]3)[cH:6][cH:7]1. Reactants: N#CCCOP(Cl)Cl, C[Si](C)(C)N1CCOCC1, ClCCl. Product: N#CCCOP(Cl)N1CCOCC1. As a reaction SMILES: [C:1](#[N:2])[CH2:3][CH2:4][O:5][P:6]([Cl:7])[Cl:8].[CH3:9][Si:10]([N:11]1[CH2:12][CH2:13][O:14][CH2:15][CH2:16]1)([CH3:17])[CH3:18].[Cl:19][CH2:20][Cl:21]>>[C:1](#[N:2])[CH2:3][CH2:4][O:5][P:6]([Cl:8])[N:11]1[CH2:12][CH2:13][O:14][CH2:15][CH2:16]1. Reactants: C[Si](C)(C)CCOCn1ncc2c(c(CBr)c(Br)n2COCC[Si](C)(C)C)c1=O, CCC(C)O, [H-], [Na+], C1CCOC1, O. The product is CCC(C)OCc1c(Br)n(COCC[Si](C)(C)C)c2cnn(COCC[Si](C)(C)C)c(=O)c12. RXN SMILES: [Br:13][c:14]1[c:15]([CH2:40][Br:41])[c:16]2[c:17]([cH:18][n:19][n:20]([CH2:23][O:24][CH2:25][CH2:26][Si:27]([CH3:28])([CH3:29])[CH3:30])[c:21]2=[O:22])[n:31]1[CH2:32][O:33][CH2:34][CH2:35][Si:36]([CH3:37])([CH3:38])[CH3:39].[CH3:6][CH:7]([CH2:8][CH3:9])[OH:10].[H-:11].[Na+:12].[O:1]1[CH2:2][CH2:3][CH2:4][CH2:5]1.[OH2:42]>>[CH3:6][CH:7]([CH2:8][CH3:9])[O:10][CH2:40][c:15]1[c:14]([Br:13])[n:31]([CH2:32][O:33][CH2:34][CH2:35][Si:36]([CH3:37])([CH3:38])[CH3:39])[c:17]2[c:16]1[c:21](=[O:22])[n:20]([CH2:23][O:24][CH2:25][CH2:26][Si:27]([CH3:28])([CH3:29])[CH3:30])[n:19][cH:18]2. The reactants are OC1=C(C=C(C=C1C(C)(C)C)CC(=O)O)C(C)(C)C (4-hydroxy-3,5-di-t-butyl-phenylacetic acid), OC1=C(N)C=CC=C1 (2-hydroxyaniline), C(=O)(N1C=NC=C1)N1C=NC=C1 (1,1′-carbonyl diimidazole). Isolated yield 86.2%. As a reaction SMILES: [OH:1][C:2]1[C:7]([C:8]([CH3:11])([CH3:10])[CH3:9])=[CH:6][C:5]([CH2:12][C:13](O)=[O:14])=[CH:4][C:3]=1[C:16]([CH3:19])([CH3:18])[CH3:17].[OH:20][C:21]1[CH:27]=[CH:26][CH:25]=[CH:24][C:22]=1[NH2:23].C(N1C=CN=C1)(N1C=CN=C1)=O>>[OH:1][C:2]1[C:7]([C:8]([CH3:11])([CH3:10])[CH3:9])=[CH:6][C:5]([CH2:12][C:13]([NH:23][C:22]2[CH:24]=[CH:25][CH:26]=[CH:27][C:21]=2[OH:20])=[O:14])=[CH:4][C:3]=1[C:16]([CH3:17])([CH3:19])[CH3:18]. Procedure details: Using previously described procedures with 4-hydroxy-3,5-di-t-butyl-phenylacetic acid (45 g, 0.17 mol), 2-hydroxyaniline (20.7 g, 0.19 mol) and 1,1′-carbonyl diimidazole (29 g, 0.18 mol) the title compound (52.1 g, 86%) was obtained as a tan solid. The product is OC1=C(C=C(C=C1C(C)(C)C)CC(=O)NC1=C(C=CC=C1)O)C(C)(C)C (N-[4-hydroxy-3,5-di-t-butyl-phenylacetyl]-2-hydroxyaniline). Reaction SMILES: [Cl:1][C:2]1[C:9]([C:10]#[C:11][Si](C)(C)C)=[C:8](F)[CH:7]=[CH:6][C:3]=1[C:4]#[N:5].[NH2:17][C@@H:18]([CH3:23])[C:19]([CH3:22])([OH:21])[CH3:20].C([O-])([O-])=O.[K+].[K+].CN1C(=O)CCC1>[Cu]I.CCOC(C)=O.O>[Cl:1][C:2]1[C:3]([C:4]#[N:5])=[CH:6][CH:7]=[C:8]2[C:9]=1[CH:10]=[CH:11][N:17]2[C@H:18]([C:19]([OH:21])([CH3:22])[CH3:20])[CH3:23] |f:2.3.4,7.8|. Yield: 61.9%. Product: ClC1=C2C=CN(C2=CC=C1C#N)[C@@H](C)C(C)(C)O ((S)-4-chloro-1-(3-hydroxy-3-methylbutan-2-yl)-1H-indole-5-carbonitrile). The solvent is CCOC(=O)C.O (EtOAc water). The reagents and catalysts are [Cu]I (CuI). Reactants: ClC1=C(C#N)C=CC(=C1C#C[Si](C)(C)C)F (2-chloro-4-fluoro-3-((trimethylsilyl)ethynyl)benzonitrile), N[C@H](C(C)(O)C)C ((S)-3-amino-2-methylbutan-2-ol), C(=O)([O-])[O-].[K+].[K+] (K2CO3), CN1CCCC1=O (NMP). Reported procedure: A mixture of 2-chloro-4-fluoro-3-((trimethylsilyl)ethynyl)benzonitrile, (0.229 g, 0.91 mmol), (S)-3-amino-2-methylbutan-2-ol (Example 21E) (0.113 g, 1.092 mmol), and K2CO3 (0.252 g, 1.820 mmol) in anhyd NMP (3 mL) was stirred in a heating block at 60° C. under N2 for 2 h. CuI (0.017 g; 0.091 mmol) was added and the mixture was subjected to microwave heating (140° C.) for 30 min. The reaction mixture was poured into EtOAc/water and the whole was filtered through a pad of Celite. Layers of the fil... Reaction conditions: temperature 60 celsius, time 2 hour.